Dataset: the Open Reaction Database (ORD), a public repository of structured organic reaction records. Task: describe an organic reaction: reactants, conditions, products, and yield The reactants are ClC=1C=C(CC=2NC(C(=C(N2)SC)C#N)=O)C=CC1 (2-(3-chlorobenzyl)-4-(methylsulphanyl)-6-oxo-1,6-dihydropyrimidine-5-carbonitrile), CC1(CCNCC1)C (4,4-dimethylpiperidine). Yields the product CC1(CCN(CC1)C=1N=C(NC(C1C#N)=O)CC1=CC(=CC=C1)Cl)C (4-(4,4-Dimethylpiperidin-1-yl)-2-(3-chlorobenzyl)-6-oxo-1,6-dihydropyrimidine-5-carbonitrile). RXN SMILES: [Cl:1][C:2]1[CH:3]=[C:4]([CH:17]=[CH:18][CH:19]=1)[CH2:5][C:6]1[NH:7][C:8](=[O:16])[C:9]([C:14]#[N:15])=[C:10](SC)[N:11]=1.[CH3:20][C:21]1([CH3:27])[CH2:26][CH2:25][NH:24][CH2:23][CH2:22]1>>[CH3:20][C:21]1([CH3:27])[CH2:26][CH2:25][N:24]([C:10]2[N:11]=[C:6]([CH2:5][C:4]3[CH:17]=[CH:18][CH:19]=[C:2]([Cl:1])[CH:3]=3)[NH:7][C:8](=[O:16])[C:9]=2[C:14]#[N:15])[CH2:23][CH2:22]1. Reported procedure: In analogy to the preparation of Example 1, 150 mg (0.51 mmol) of 2-(3-chlorobenzyl)-4-(methylsulphanyl)-6-oxo-1,6-dihydropyrimidine-5-carbonitrile are reacted with 582 mg (5.14 mmol) of 4,4-dimethylpiperidine to give 96 mg (52% of theory) of the title compound. Starting materials: CC(=O)c1ccc2c(c1)ncn2-c1cccc(N2CCN(C(C)=O)CC2)c1, COCCOC, [Na+], [OH-]. Yields the product CC(=O)c1ccc2c(c1)ncn2-c1cccc(N2CCNCC2)c1. RXN SMILES: [C:1]([CH3:2])(=[O:3])[c:4]1[cH:5][c:6]2[c:7]([n:8](-[c:11]3[cH:12][c:13]([N:17]4[CH2:18][CH2:19][N:20]([C:23](=[O:24])[CH3:25])[CH2:21][CH2:22]4)[cH:14][cH:15][cH:16]3)[cH:9][n:10]2)[cH:26][cH:27]1.[CH2:30]([CH2:31][O:32][CH3:33])[O:34][CH3:35].[Na+:29].[OH-:28]>>[C:1]([CH3:2])(=[O:3])[c:4]1[cH:5][c:6]2[c:7]([n:8](-[c:11]3[cH:12][c:13]([N:17]4[CH2:18][CH2:19][NH:20][CH2:21][CH2:22]4)[cH:14][cH:15][cH:16]3)[cH:9][n:10]2)[cH:26][cH:27]1. Starting materials: C1(CC1)N1C=C(C(C2=CC(=C(C=C12)F)F)=O)C(=O)O (1-Cyclopropyl-6,7-difluoro-1,4-dihydro-4-oxo-3-quinolinecarboxylic acid), C(C)NCC1(CNCCC1)O (3-ethylaminomethyl-3-hydroxypiperidine). RXN SMILES: [CH:1]1([N:4]2[C:13]3[C:8](=[CH:9][C:10]([F:15])=[C:11](F)[CH:12]=3)[C:7](=[O:16])[C:6]([C:17]([OH:19])=[O:18])=[CH:5]2)[CH2:3][CH2:2]1.[CH2:20]([NH:22][CH2:23][C:24]1([OH:30])[CH2:29][CH2:28][CH2:27][NH:26][CH2:25]1)[CH3:21]>>[CH:1]1([N:4]2[C:13]3[C:8](=[CH:9][C:10]([F:15])=[C:11]([N:26]4[CH2:27][CH2:28][CH2:29][C:24]([CH2:23][NH:22][CH2:20][CH3:21])([OH:30])[CH2:25]4)[CH:12]=3)[C:7](=[O:16])[C:6]([C:17]([OH:19])=[O:18])=[CH:5]2)[CH2:3][CH2:2]1. Procedure details: 1-Cyclopropyl-6,7-difluoro-1,4-dihydro-4-oxo-3-quinolinecarboxylic acid is reacted analogously to Example 1 with 3-ethylaminomethyl-3-hydroxypiperidine to give 1-cyclopropyl-7-(3-ethylaminomethyl-3hydroxy-1-piperidinyl)-6-fluoro-1,4dihydro-4-oxo-3-quinolinecarboxylic acid of melting point 199°-203° (with decomposition). The product is C1(CC1)N1C=C(C(C2=CC(=C(C=C12)N1CC(CCC1)(O)CNCC)F)=O)C(=O)O (1-cyclopropyl-7-(3-ethylaminomethyl-3hydroxy-1-piperidinyl)-6-fluoro-1,4dihydro-4-oxo-3-quinolinecarboxylic acid). Starting materials: C(C1=CC=CC=C1)OCC1=NC2=CC=C(C=C2C(=N1)Cl)OC (2-Benzyloxymethyl-4-chloro-6-methoxyquinazoline), C(C1=CC=2OCOC2C=C1)N (piperonylamine), C([O-])([O-])=O.[Na+].[Na+] (sodium carbonate). Run in C(C)(C)O (isopropyl alcohol). Reaction conditions: time 6 hour. The product is C(C1=CC=CC=C1)OCC1=NC2=CC=C(C=C2C(=N1)NCC1=CC2=C(C=C1)OCO2)OC (2-Benzyloxymethyl-4-(3,4-methylenedioxybenzyl)amino-6-methoxyquinazoline). Isolated yield 98.0%. Reaction SMILES: [CH2:1]([O:8][CH2:9][C:10]1[N:19]=[C:18](Cl)[C:17]2[C:12](=[CH:13][CH:14]=[C:15]([O:21][CH3:22])[CH:16]=2)[N:11]=1)[C:2]1[CH:7]=[CH:6][CH:5]=[CH:4][CH:3]=1.[CH2:23]([NH2:33])[C:24]1[CH:32]=[CH:31][C:30]2[O:29][CH2:28][O:27][C:26]=2[CH:25]=1.C(=O)([O-])[O-].[Na+].[Na+]>C(O)(C)C>[CH2:1]([O:8][CH2:9][C:10]1[N:19]=[C:18]([NH:33][CH2:23][C:24]2[CH:32]=[CH:31][C:30]3[O:29][CH2:28][O:27][C:26]=3[CH:25]=2)[C:17]2[C:12](=[CH:13][CH:14]=[C:15]([O:21][CH3:22])[CH:16]=2)[N:11]=1)[C:2]1[CH:7]=[CH:6][CH:5]=[CH:4][CH:3]=1 |f:2.3.4|. Reported procedure: 0.74 g (2.4 mmol) of the 2-benzyloxymethyl-4-chloro-6-methoxyquinazoline prepared in Example 165, 0.55 g (3.6 mmol) of piperonylamine and 0.50 g of sodium carbonate were mixed with 20 ml of isopropyl alcohol. The obtained mixture was heated under reflux. After 6 hours, the reaction mixture was distilled under a reduced pressure to remove the solvent and the residue was purified by silica gel column chromatography (ethyl acetate/n-hexane) and recrystallized from chloroform/n-hexane to give 1.01 g... Starting materials: Cc1ccccc1, COc1ccc(NN)cc1, CC=O, Cl, [Na+], [OH-]. Product: CC=NNc1ccc(OC)cc1. Reaction SMILES: [CH3:17][c:18]1[cH:19][cH:20][cH:21][cH:22][cH:23]1.[CH3:2][O:3][c:4]1[cH:5][cH:6][c:7]([NH:10][NH2:11])[cH:8][cH:9]1.[CH:14]([CH3:15])=[O:16].[ClH:1].[Na+:13].[OH-:12]>>[CH3:2][O:3][c:4]1[cH:5][cH:6][c:7]([NH:10][N:11]=[CH:14][CH3:15])[cH:8][cH:9]1. The reactants are C1(CCC=2C=C3C(=CC12)C=CC=C3)O (benz[f]indan-1-ol). The solvent is OS(=O)(=O)O (H2SO4). The product is C1=CCC=2C=C3C(=CC12)C=CC=C3 (Benz[f]indene). Isolated yield 98.0%. As a reaction SMILES: [CH:1]1(O)[C:9]2[CH:8]=[C:7]3[CH:10]=[CH:11][CH:12]=[CH:13][C:6]3=[CH:5][C:4]=2[CH2:3][CH2:2]1>OS(O)(=O)=O>[CH:1]1[C:9]2[CH:8]=[C:7]3[CH:10]=[CH:11][CH:12]=[CH:13][C:6]3=[CH:5][C:4]=2[CH2:3][CH:2]=1. Procedure details: A solution of 8.6 g of benz[f]indan-1-ol in 250 mL of 10% H2SO4 was refluxed for 24 h. After cooling to room temperature the reaction mixture was extracted with three 150-mL portions of a mixture of benzene and hexane (1:2). The extracts were washed three times with 100-mL portions of water, dried (MgSO4), and evaporated to give 7.6 g (98%) of a colorless solid, mp 160°-163° C. Recrystallization from 340 mL of 95% ethanol gave 6.6 g (85%) of the hydrocarbon as colorless crystals: mp 163°-164° C.